Dataset: the Open Reaction Database (ORD), a public repository of structured organic reaction records. Task: describe an organic reaction: reactants, conditions, products, and yield Starting materials: ClC=1C=C(C=CC1F)B(O)O (3-chloro-4-fluorophenylboronic acid), N(CCO)CCO (diethanolamin). Product: ClC=1C=C(C=CC1F)B1OCCNCCO1 (2-(3-Chloro-4-fluorophenyl)-[1,3,6,2]dioxazaborocane). Yield: 87.0%. As a reaction SMILES: [Cl:1][C:2]1[CH:3]=[C:4]([B:9]([OH:11])[OH:10])[CH:5]=[CH:6][C:7]=1[F:8].[NH:12]([CH2:16][CH2:17]O)[CH2:13][CH2:14]O>>[Cl:1][C:2]1[CH:3]=[C:4]([B:9]2[O:10][CH2:17][CH2:16][NH:12][CH2:13][CH2:14][O:11]2)[CH:5]=[CH:6][C:7]=1[F:8]. Procedure: The title compound (87%, oil) was prepared from 3-chloro-4-fluorophenylboronic acid and diethanolamin. Reactants: CC(=O)Nc1ccc2[nH]cc(C3CCN(C)CC3)c2n1, Cl. The product is CN1CCC(c2c[nH]c3ccc(N)nc23)CC1. As a reaction SMILES: [C:1](=[O:2])([CH3:3])[NH:4][c:5]1[cH:6][cH:7][c:8]2[c:9]([n:10]1)[c:11]([CH:14]1[CH2:15][CH2:16][N:17]([CH3:20])[CH2:18][CH2:19]1)[cH:12][nH:13]2.[ClH:21]>>[NH2:4][c:5]1[cH:6][cH:7][c:8]2[c:9]([n:10]1)[c:11]([CH:14]1[CH2:15][CH2:16][N:17]([CH3:20])[CH2:18][CH2:19]1)[cH:12][nH:13]2. Starting materials: Cl.CN (methylamine hydrochloride), [OH-].[Na+] (sodium hydroxide), [H-].[H-].[H-].[H-].[Li+].[Al+3] (LiAlH4), O1CCC(CC1)C(=O)OC (Methyl tetrahydro-2H-pyran-4-carboxylate), CN (methylamine), [OH-].[Na+] (NaOH). Solvent: C1CCOC1 (THF). Conditions: temperature 110 celsius. Yields the product CNCC1CCOCC1 (N-methyl-N-tetrahydro-2H-pyran-4-ylmethylamine). RXN SMILES: [O:1]1[CH2:6][CH2:5][CH:4]([C:7](OC)=O)[CH2:3][CH2:2]1.[CH3:11][NH2:12].Cl.CN.[OH-].[Na+].[H-].[H-].[H-].[H-].[Li+].[Al+3]>C1COCC1>[CH3:11][NH:12][CH2:7][CH:4]1[CH2:5][CH2:6][O:1][CH2:2][CH2:3]1 |f:2.3,4.5,6.7.8.9.10.11|. Reported procedure: Methyl tetrahydro-2H-pyran-4-carboxylate (5 ml, 40.0 mmol) was added to a solution of methylamine (generated by heating a mixture of methylamine hydrochloride and sodium hydroxide pellets) in THF (30 ml) and the mixture heated at 110° C. in a bomb reactor overnight. The solvents were evaporated, the residue dissolved in THF (100 ml), and LiAlH4 (4.6 g, 121 mmol) added, and the mixture heated at 70° C. for 1 h. The mixture was cooled to 0° C., concentrated NaOH solution added and the THF evaporat... The reactants are C(C1=CC=CC=C1)N1CC=2N=NC(=CC2CC1)Cl (7-benzyl-3-chloro-5,6,7,8-tetrahydropyrido[3,4-c]pyridazine), ClC(=O)OC(C)Cl (1-chloroethyl chloroformate). Solvent: ClC(C)Cl (dichloroethane). The product is ClC1=CC2=C(N=N1)CNCC2 (3-chloro-5,6,7,8-tetrahydropyrido[3,4-c]pyridazine), hydrogen chloride salt. As a reaction SMILES: C([N:8]1[CH2:17][CH2:16][C:15]2[CH:14]=[C:13]([Cl:18])[N:12]=[N:11][C:10]=2[CH2:9]1)C1C=CC=CC=1.ClC(OC(Cl)C)=O>ClC(Cl)C>[Cl:18][C:13]1[N:12]=[N:11][C:10]2[CH2:9][NH:8][CH2:17][CH2:16][C:15]=2[CH:14]=1. Procedure details: A mixture of 7-benzyl-3-chloro-5,6,7,8-tetrahydropyrido[3,4-c]pyridazine (1.3 g, 5.0 mmol) and 1-chloroethyl chloroformate (0.86 g, 10.0 mmol) in dichloroethane (30 ml) is heated at refluxing temperature overnight. The solvent is removed in vacuo and MeOH (30 ml) is added to the residue. The resulting mixture is refluxed for 30 min. The solvent is removed in vacuo to give the title compound as a hydrogen chloride salt, which is used in the next step without purification.